Dataset: the Open Reaction Database (ORD), a public repository of structured organic reaction records. Task: describe an organic reaction: reactants, conditions, products, and yield Starting materials: CS(=O)(=O)Cl, CN(C)c1ccncc1, ClCCl, CC1CN(CC2CC(O)CN2C(=O)OCc2ccc([N+](=O)[O-])cc2)C(=O)N1, c1ccncc1. As a reaction SMILES: [CH3:34][S:35]([Cl:36])(=[O:37])=[O:38].[CH3:42][N:43]([c:44]1[cH:45][cH:46][n:47][cH:48][cH:49]1)[CH3:50].[Cl:39][CH2:40][Cl:41].[OH:1][CH:2]1[CH2:3][CH:4]([CH2:20][N:21]2[C:22](=[O:27])[NH:23][CH:24]([CH3:26])[CH2:25]2)[N:5]([C:7](=[O:8])[O:9][CH2:10][c:11]2[cH:12][cH:13][c:14]([N+:17](=[O:18])[O-:19])[cH:15][cH:16]2)[CH2:6]1.[cH:28]1[cH:29][cH:30][n:31][cH:32][cH:33]1>>[O:1]([CH:2]1[CH2:3][CH:4]([CH2:20][N:21]2[C:22](=[O:27])[NH:23][CH:24]([CH3:26])[CH2:25]2)[N:5]([C:7](=[O:8])[O:9][CH2:10][c:11]2[cH:12][cH:13][c:14]([N+:17](=[O:18])[O-:19])[cH:15][cH:16]2)[CH2:6]1)[S:35]([CH3:34])(=[O:37])=[O:38]. Product: CC1CN(CC2CC(OS(C)(=O)=O)CN2C(=O)OCc2ccc([N+](=O)[O-])cc2)C(=O)N1. Reactants: [Na] (sodium), Cl.Cl.ClC1=CC=C(C=C1)NC(=O)NC(CCCCN(C)C)=N (1-(4-chlorophenyl)-3-[5-(dimethylamino)pentanimidoyl]urea dihydrochloride), O.Cl.Cl.CN(CCCCC(=N)N)C.CN(C)CCCCC(=N)N.Cl.Cl (5-(dimethylamino)valeramidine dihydrochloride hemihydrate), ClC1=CC=C(C=C1)N=C=O (4-chlorophenyl isocyanate). The solvent is C(C)(C)O (isopropyl alcohol), CC(=O)C (acetone), CC(=O)C (acetone). The product is ClC1=CC=C(C=C1)NC(=O)NC(CCCCN(C)C)=N (1-(4-Chlorophenyl)-3-[5-(dimethylamino)pentanimidoyl]urea). RXN SMILES: [Na].O.Cl.Cl.CN(C)CCCCC(N)=N.CN(CCCCC(N)=N)C.Cl.Cl.ClC1C=CC(N=C=O)=CC=1.Cl.Cl.[Cl:39][C:40]1[CH:45]=[CH:44][C:43]([NH:46][C:47]([NH:49][C:50](=[NH:58])[CH2:51][CH2:52][CH2:53][CH2:54][N:55]([CH3:57])[CH3:56])=[O:48])=[CH:42][CH:41]=1>C(O)(C)C.CC(C)=O>[Cl:39][C:40]1[CH:41]=[CH:42][C:43]([NH:46][C:47]([NH:49][C:50](=[NH:58])[CH2:51][CH2:52][CH2:53][CH2:54][N:55]([CH3:57])[CH3:56])=[O:48])=[CH:44][CH:45]=1 |f:1.2.3.4.5.6.7,9.10.11,^1:0|. Reported procedure: Following a procedure similar to that described in Example 33A but using 1.7 g. sodium in 300 ml. dry acetone, 9 g. 5-(dimethylamino)valeramidine dihydrochloride hemihydrate [m.p. 119°-120°C. (from acetonitrile)], and 5.8 g. 4-chlorophenyl isocyanate in 50 ml. dry acetone there was obtained 8.5 g. 1-(4-chlorophenyl)-3-[5-(dimethylamino)pentanimidoyl]urea dihydrochloride; m.p. 199°-200°C. (from isopropyl alcohol). The reactants are C1(CC1)N (cyclopropylamine), C(C)(=O)O[BH-](OC(C)=O)OC(C)=O.[Na+] (sodium triacetoxyborohydride), BrC1=C(C=O)C=CC=C1 (2-bromobenzaldehyde), O1CCCC1 (tetrahydrofuran). Run in C(C)(=O)O (acetic acid), ClCCCl (1,2-dichloroethane), O (water). Run at temperature 60 celsius, time 6 hour. Yields the product BrC1=C(CNC2CC2)C=CC=C1 ((2-Bromobenzyl)cyclopropylamine). RXN SMILES: [Br:1][C:2]1[CH:9]=[CH:8][CH:7]=[CH:6][C:3]=1[CH:4]=O.O1CCCC1.[CH:15]1([NH2:18])[CH2:17][CH2:16]1.C(O[BH-](OC(=O)C)OC(=O)C)(=O)C.[Na+]>ClCCCl.O.C(O)(=O)C>[Br:1][C:2]1[CH:9]=[CH:8][CH:7]=[CH:6][C:3]=1[CH2:4][NH:18][CH:15]1[CH2:17][CH2:16]1 |f:3.4|. Reported procedure: 1 ml of 2-bromobenzaldehyde are dissolved in 20 ml of 1,2-dichloroethane and ml of tetrahydrofuran. 799 μl of cyclopropylamine and 643 μl of glacial acetic acid are added, and the mixture is stirred at 60° C. for 6 h. After cooling to 25° C., 5.3 g of sodium triacetoxyborohydride are added and stirred at 25° C. for a further 12 h. The mixture is poured into water, extracted three times with dichloromethane, and the combined organic phases are dried over sodium sulfate. After filtration, the filt... The product is NC(=O)C1CCCc2cc(Sc3cccc(F)c3)ccc21. As a reaction SMILES: [CH3:25][OH:26].[ClH:1].[F:2][c:3]1[cH:4][c:5]([S:9][c:10]2[cH:11][c:12]3[c:17]([cH:18][cH:19]2)[C:16]([C:20](=[O:21])[NH2:22])=[CH:15][CH2:14][CH2:13]3)[cH:6][cH:7][cH:8]1.[H:23][H:24]>>[F:2][c:3]1[cH:4][c:5]([S:9][c:10]2[cH:11][c:12]3[c:17]([cH:18][cH:19]2)[CH:16]([C:20](=[O:21])[NH2:22])[CH2:15][CH2:14][CH2:13]3)[cH:6][cH:7][cH:8]1. Starting materials: CO, Cl, NC(=O)C1=CCCc2cc(Sc3cccc(F)c3)ccc21, [H][H]. The reactants are O=C1CCC(=O)N1Br, CC(=O)OCCc1cc(C)cc(Cl)c1, ClC(Cl)(Cl)Cl. The product is CC(=O)OCCc1cc(Cl)cc(CBr)c1. Reaction SMILES: [Br:15][N:16]1[C:17](=[O:18])[CH2:19][CH2:20][C:21]1=[O:22].[C:1]([CH3:2])(=[O:3])[O:4][CH2:5][CH2:6][c:7]1[cH:8][c:9]([Cl:14])[cH:10][c:11]([CH3:13])[cH:12]1.[C:23]([Cl:24])([Cl:25])([Cl:26])[Cl:27]>>[C:1]([CH3:2])(=[O:3])[O:4][CH2:5][CH2:6][c:7]1[cH:8][c:9]([Cl:14])[cH:10][c:11]([CH2:13][Br:15])[cH:12]1. Reactants: OCC=1C=CC=C2CCCNC12 (8-hydroxymethyl-1,2,3,4-tetrahydroquinoline), [H-].[Na+] (sodium hydride), C(CCC)[Li] (n-butyllithium), CI (methyl iodide). Solvent: O1CCCC1 (tetrahydrofuran), O1CCCC1 (tetrahydrofuran). Conditions: time 2 hour. Yields the product CN1CCCC2=CC=CC(=C12)CO (1-methyl-8-hydroxymethyl-1,2,3,4-tetrahydroquinoline). RXN SMILES: [OH:1][CH2:2][C:3]1[CH:4]=[CH:5][CH:6]=[C:7]2[C:12]=1[NH:11][CH2:10][CH2:9][CH2:8]2.[H-].[Na+].[CH2:15]([Li])CCC.CI>O1CCCC1>[CH3:15][N:11]1[C:12]2[C:7](=[CH:6][CH:5]=[CH:4][C:3]=2[CH2:2][OH:1])[CH2:8][CH2:9][CH2:10]1 |f:1.2|. Procedure details: To 8-hydroxymethyl-1,2,3,4-tetrahydroquinoline (8.03 g) and sodium hydride (60% in oil) (1.97 g) was added tetrahydrofuran (100 ml) under ice-cooling and argon atmosphere, and the mixture was stirred for 2 hours at 70° to 75° C. At -70° C., n-butyllithium (20 ml) was added to the reaction mixture by use of a syringe, and 30 minutes after addition, a solution of methyl iodide (6.98 g) in tetrahydrofuran (30 ml) was added thereto, and the mixture was stirred for 20 hours at room temperature. After... Reactants: ClC=1C=C(C=CC1)C1=CC=C(C=C1)[C@H]1[C@@H](C1)NC(OC(C)(C)C)=O (tert-butyl (trans)-2-(3′-chlorobiphenyl-4-yl)cyclopropylcarbamate), Cl (HCl). Run in CCOCC (Et2O), CCOCC (Et2O). Conditions: time 16 hour. Yields the product ClC=1C=C(C=CC1)C1=CC=C(C=C1)[C@H]1[C@@H](C1)N ((Trans)-2-(3′-chlorobiphenyl-4-yl)cyclopropanamine), Cl (HCl). Yield: 95.8%. As a reaction SMILES: [Cl:1][C:2]1[CH:3]=[C:4]([C:8]2[CH:13]=[CH:12][C:11]([C@@H:14]3[CH2:16][C@H:15]3[NH:17]C(=O)OC(C)(C)C)=[CH:10][CH:9]=2)[CH:5]=[CH:6][CH:7]=1.[ClH:25]>CCOCC>[Cl:1][C:2]1[CH:3]=[C:4]([C:8]2[CH:13]=[CH:12][C:11]([C@@H:14]3[CH2:16][C@H:15]3[NH2:17])=[CH:10][CH:9]=2)[CH:5]=[CH:6][CH:7]=1.[ClH:25]. Reported procedure: To a cooled solution of tert-butyl (trans)-2-(3′-chlorobiphenyl-4-yl)cyclopropylcarbamate (3 g) in Et2O (15 mL) at 0° C. was added HCl in Et2O (15 mL), stirred for 16 h at RT. The progress of the reaction was monitored by TLC. After completion, the solvent was evaporated, residue was triturated with. Et2O to get (Trans)-2-(3′-chlorobiphenyl-4-yl)cyclopropanamine as HCl salt (2.3 g, 95.8%) as a white solid. The HCl salt was made free base by using NaHCO3 solution and used in next reaction.